This data is from the Open Reaction Database (ORD), a public repository of structured organic reaction records. The task is: describe an organic reaction: reactants, conditions, products, and yield Reactants: C(CCC)NC(CCCCC(C)=O)=O (6-oxoheptanoic acid n-butylamide), C(#N)[BH3-].[Na+] (sodium cyanoborohydride), C1(=CC=CC2=CC=CC=C12)OCC(CNC(CCC(=O)O)C)O (4-[3-(1-Naphthyloxy)-2-Hydroxypropylamino]-Pentanoic Acid), Compound V. Run in CO (methanol). Product: C(CCC)NC(CCCCC(C)NCC(COC1=CC=CC2=CC=CC=C12)O)=O (6-[3-(1-Naphthyloxy)-2-Hydroxypropylamino]-Heptanoic Acid n-Butylamide), hydrochloride salt. Reaction SMILES: [C:1]1([O:11][CH2:12][CH:13]([OH:23])[CH2:14][NH:15][CH:16]([CH3:22])[CH2:17][CH2:18][C:19](O)=O)[C:10]2[C:5](=[CH:6][CH:7]=[CH:8][CH:9]=2)[CH:4]=[CH:3][CH:2]=1.[CH2:24]([NH:28][C:29](=[O:37])[CH2:30]CCCC(=O)C)[CH2:25][CH2:26][CH3:27].C([BH3-])#N.[Na+]>CO>[CH2:24]([NH:28][C:29](=[O:37])[CH2:30][CH2:19][CH2:18][CH2:17][CH:16]([NH:15][CH2:14][CH:13]([OH:23])[CH2:12][O:11][C:1]1[C:10]2[C:5](=[CH:6][CH:7]=[CH:8][CH:9]=2)[CH:4]=[CH:3][CH:2]=1)[CH3:22])[CH2:25][CH2:26][CH3:27] |f:2.3|. Procedure details: The title compound was synthesized by the method given for Compound 7 using the following quantities: Compound V (R=1-naphthyl) (0.177 g, 0.5 mmol), 6-oxoheptanoic acid n-butylamide (0.100 g, 0.5 mmol), sodium cyanoborohydride (0.32 g, 0.5 mmol), methanol (2 ml). Purification of a portion of the product after extraction was achieved by semipreparative high pressure liquid chromatography using a C18 column, 1.3 ml/min flow rate with 64% methanol/0.01N hydrochloric acid as eluant. The appropriate ... Reactants: N1=C(C=CC(=C1)C(=O)O)C(=O)O (pyridine-2,5-dicarboxylic acid), acid chloride, C(C(O)C1=CC=CC=C1)(=O)OC (methyl (±)-mandelate). The product is N1=C(C=CC(=C1)C(=O)OC(C1=CC=CC=C1)C(=O)OC)C(=O)OC(C1=CC=CC=C1)C(=O)OC (Di-(α-methoxycarbonylbenzyl) pyridine-2,5-dicarboxylate). RXN SMILES: [N:1]1[CH:6]=[C:5]([C:7]([OH:9])=[O:8])[CH:4]=[CH:3][C:2]=1[C:10]([OH:12])=[O:11].[C:13]([O:23][CH3:24])(=[O:22])[CH:14]([C:16]1[CH:21]=[CH:20][CH:19]=[CH:18][CH:17]=1)O>>[N:1]1[CH:6]=[C:5]([C:7]([O:9][CH:14]([C:13]([O:23][CH3:24])=[O:22])[C:16]2[CH:21]=[CH:20][CH:19]=[CH:18][CH:17]=2)=[O:8])[CH:4]=[CH:3][C:2]=1[C:10]([O:12][CH:14]([C:13]([O:23][CH3:24])=[O:22])[C:16]1[CH:21]=[CH:20][CH:19]=[CH:18][CH:17]=1)=[O:11]. Reported procedure: Analogously to Example 1, 10 g of pyridine-2,5-dicarboxylic acid are converted into the acid chloride and this is reacted with 19.9 g of methyl (±)-mandelate. After extraction, working up is carried out by chromatography over silica gel with a mixture of toluene and ethyl acetate as the mobile phase. Reactants: C(C)C(CC(C(=O)N)=O)C(C)[N+](=O)[O-] (4-ethyl-5-nitro-2-oxo-hexanamide), Cl.NO (hydroxylamine hydrochloride). Yields the product C(C)C(CC(C(=O)N)=NO)C(C)[N+](=O)[O-] (4-Ethyl-2-hydroxyimino-5-nitro-hexanamide). The yield is 69.8%. Reaction SMILES: [CH2:1]([CH:3]([CH:10]([N+:12]([O-:14])=[O:13])[CH3:11])[CH2:4][C:5](=O)[C:6]([NH2:8])=[O:7])[CH3:2].Cl.[NH2:16][OH:17]>>[CH2:1]([CH:3]([CH:10]([N+:12]([O-:14])=[O:13])[CH3:11])[CH2:4][C:5](=[N:16][OH:17])[C:6]([NH2:8])=[O:7])[CH3:2] |f:1.2|. Reported procedure: 4-Ethyl-2-hydroxyimino-5-nitro-hexanamide (15 mg) was prepared in the substantially same manner as that of Example 24 from 4-ethyl-5-nitro-2-oxo-hexanamide (20 mg) and hydroxylamine hydrochloride (14 mg). Starting materials: C(C#C)(=O)O (propiolic acid), Cl.Cl.BrC=1C=C(C(=CC1)N)N (4-bromobenzene-1,2-diamine dihydrochloride). The solvent is C(CO)O (ethylene glycol). Yields the product ClC=CC=1NC2=C(N1)C=CC=C2 (chlorovinylbenzimidazole). Reaction SMILES: [C:1](O)(=O)[C:2]#[CH:3].[ClH:6].Cl.Br[C:9]1[CH:10]=[C:11]([NH2:16])[C:12]([NH2:15])=[CH:13][CH:14]=1>C(O)CO>[Cl:6][CH:3]=[CH:2][C:1]1[NH:15][C:12]2[CH:13]=[CH:14][CH:9]=[CH:10][C:11]=2[N:16]=1 |f:1.2.3|. Procedure details: Reaction of the propiolic acid KK2 with 4-bromobenzene-1,2-diamine dihydrochloride KK3 in refluxing ethylene glycol gives chlorovinylbenzimidazole KK4. The reactants are CC(=O)O, C1CCOC1, [Na+], [OH-], OC1CCNC1. Product: OC1CCN(CC2CC2)C1. RXN SMILES: [C:12]([OH:13])(=[O:14])[CH3:15].[CH2:7]1[CH2:8][CH2:9][CH2:10][O:11]1.[Na+:17].[OH-:16].[OH:1][CH:2]1[CH2:3][NH:4][CH2:5][CH2:6]1>>[OH:1][CH:2]1[CH2:3][N:4]([CH2:10][CH:9]2[CH2:7][CH2:8]2)[CH2:5][CH2:6]1. The reactants are C(C)OC=1C=C(C=O)C=CC1O (3-ethoxy-4-hydroxybenzaldehyde), Cl.ClCC=1C=CC(=NC1)OC (5-(chloromethyl)-2-methoxypyridine hydrochloride), C([O-])([O-])=O.[K+].[K+] (potassium carbonate). Run in C(C)#N (acetonitrile), O (water). Run at time 3 hour. Yields the product C(C)OC=1C=C(C=O)C=CC1OCC=1C=NC(=CC1)OC (3-ethoxy-4-((6-methoxypyridin-3-yl)methoxy)benzaldehyde). Yield: 71.5%. RXN SMILES: [CH2:1]([O:3][C:4]1[CH:5]=[C:6]([CH:9]=[CH:10][C:11]=1[OH:12])[CH:7]=[O:8])[CH3:2].Cl.Cl[CH2:15][C:16]1[CH:17]=[CH:18][C:19]([O:22][CH3:23])=[N:20][CH:21]=1.C(=O)([O-])[O-].[K+].[K+]>C(#N)C.O>[CH2:1]([O:3][C:4]1[CH:5]=[C:6]([CH:9]=[CH:10][C:11]=1[O:12][CH2:15][C:16]1[CH:21]=[N:20][C:19]([O:22][CH3:23])=[CH:18][CH:17]=1)[CH:7]=[O:8])[CH3:2] |f:1.2,3.4.5|. Reported procedure: To a stirred solution of 3-ethoxy-4-hydroxybenzaldehyde (2.75 g, 16.55 mmol) in acetonitrile (75 mL) was added 5-(chloromethyl)-2-methoxypyridine hydrochloride (3.37 g, 17.38 mmol) and potassium carbonate (9.15 g, 66.20 mmol). The mixture was heated to reflux. After 3 h, the yellow mixture was allowed to cool to room temperature and was diluted with water (400 mL), resulting in the formation of a precipitate. The solids were isolated by filtration and washed with water (50 mL). The filtrate was ... The reactants are BrC=1C=C2C(=C(C(NC2=CC1)=O)C=1SC=CC1)CO (6-bromo-4-(hydroxymethyl)-3-(thiophen-2-yl)quinolin-2(1H)-one), C(C)(=O)OC=1C(=C(C=CC1)I)OC(C)=O (bisacetoxy iodobenzene), CC1(CCCC(N1[O])(C)C)C (2,2,6,6-tetramethyl piperidin-1-oxyl). Reaction SMILES: [Br:1][C:2]1[CH:3]=[C:4]2[C:9](=[CH:10][CH:11]=1)[NH:8][C:7](=[O:12])[C:6]([C:13]1[S:14][CH:15]=[CH:16][CH:17]=1)=[C:5]2[CH2:18][OH:19].C(OC1C(OC(=O)C)=C(I)C=CC=1)(=O)C.CC1(C)N([O])C(C)(C)CCC1>C(#N)C.C(OCC)(=O)C>[Br:1][C:2]1[CH:3]=[C:4]2[C:9](=[CH:10][CH:11]=1)[NH:8][C:7](=[O:12])[C:6]([C:13]1[S:14][CH:15]=[CH:16][CH:17]=1)=[C:5]2[CH:18]=[O:19] |^1:38|. The product is BrC=1C=C2C(=C(C(NC2=CC1)=O)C=1SC=CC1)C=O (6-bromo-2-oxo-3-(thiophen-2-yl)-1,2-dihydroquinoline-4-carbaldehyde). Procedure details: To a solution of 6-bromo-4-(hydroxymethyl)-3-(thiophen-2-yl)quinolin-2(1H)-one (0.155 g, 0.461 mmol) in acetonitrile (4.60 ml) were added bisacetoxy iodobenzene (0.134 g, 0.415 mmol) and 2,2,6,6-tetramethyl piperidin-1-oxyl (7.30 mg, 0.046 mmol). The reaction was allowed to stir at room temperature for 16 h. The reaction was diluted with ethyl acetate (30 ml) and extracted with saturated sodium thiosulfate (1×25 ml), sodium bicarbonate (1×25 ml) and sodium chloride (1×25 ml). The organic layer w... Run in C(C)#N (acetonitrile), C(C)(=O)OCC (ethyl acetate). Conditions: time 16 hour. Starting materials: CC=1C=C(C=CC1OC)C(=O)C=1C2=C(SC1C1=CC=C(C=C1)OC)C=CC=C2 (2-(4-methoxyphenyl)benzo[b]thiophen-3-yl 3-methyl-4-methoxyphenyl ketone), B(Br)(Br)Br (BBr3), CO (MeOH). As a reaction SMILES: [CH3:1][C:2]1[CH:3]=[C:4]([C:10]([C:12]2[C:13]3[CH:28]=[CH:27][CH:26]=[CH:25][C:14]=3[S:15][C:16]=2[C:17]2[CH:22]=[CH:21][C:20]([O:23]C)=[CH:19][CH:18]=2)=[O:11])[CH:5]=[CH:6][C:7]=1[O:8]C.B(Br)(Br)Br.CO>C(Cl)Cl>[CH3:1][C:2]1[CH:3]=[C:4]([C:10]([C:12]2[C:13]3[CH:28]=[CH:27][CH:26]=[CH:25][C:14]=3[S:15][C:16]=2[C:17]2[CH:22]=[CH:21][C:20]([OH:23])=[CH:19][CH:18]=2)=[O:11])[CH:5]=[CH:6][C:7]=1[OH:8]. Yield: 104.0%. Run in C(Cl)Cl (CH2Cl2). Conditions: temperature 0 celsius, time 6 hour. Reported procedure: A 0° C. solution of 700 mg (1.80 mmol) of 2-(4-methoxyphenyl)benzo[b]thiophen-3-yl 3-methyl-4-methoxyphenyl ketone (Part B) in 25 mL of CH2Cl2 was treated with 7.2 mL of BBr3 (1.0 M in CH2Cl2). The reaction was stirred at 0° C. for 6 h, then cooled to −78° C., and was treated carefully with 50 mL of MeOH. The mixture was allowed to warm to room temperature over 1.5 h, and the volatiles were evaporated in vacuo. The dark red residue (monomethyl ether) was taken up in 75 mL dichloroethane and was ... Yields the product CC=1C=C(C=CC1O)C(=O)C=1C2=C(SC1C1=CC=C(C=C1)O)C=CC=C2 (2-(4-Hydroxyphenyl)benzo[b]thiophen-3-yl 3-Methyl-4-hydroxyphenyl Ketone).